Dataset: the Open Reaction Database (ORD), a public repository of structured organic reaction records. Task: describe an organic reaction: reactants, conditions, products, and yield Starting materials: cuprous bromide, COC=1C=C2C=CC(=CC2=CC1OC)OS(=O)(=O)C(F)(F)F (6,7-dimethoxy-2-trifluoromethanesulfonyloxy-naphthalene), C[Sn](C1=CC(=C(C=C1[N+](=O)[O-])OC)OCC1=CC=CC=C1)(C)C (Trimethyl(3-benzyloxy-4-methoxy-6-nitrophenyl)stannane). The reagents and catalysts are C=1C=CC(=CC1)[P](C=2C=CC=CC2)(C=3C=CC=CC3)[Pd]([P](C=4C=CC=CC4)(C=5C=CC=CC5)C=6C=CC=CC6)([P](C=7C=CC=CC7)(C=8C=CC=CC8)C=9C=CC=CC9)[P](C=1C=CC=CC1)(C=1C=CC=CC1)C=1C=CC=CC1 (Tetrakis(triphenylphosphine)palladium). Run in C1CCOC1 (THF). Conditions: time 0.5 hour. Product: C(C1=CC=CC=C1)OC=1C(=CC(=C(C1)C=1C=C2C=C(C(=CC2=CC1)OC)OC)[N+](=O)[O-])OC (6-(5-Benzyloxy-4-methoxy-2-nitrophenyl)-2,3-dimethoxy-naphthalene). Yield: 34.7%. As a reaction SMILES: [CH3:1][O:2][C:3]1[CH:4]=[C:5]2[C:10](=[CH:11][C:12]=1[O:13][CH3:14])[CH:9]=[C:8](OS(C(F)(F)F)(=O)=O)[CH:7]=[CH:6]2.C[Sn](C)(C)[C:25]1[C:30]([N+:31]([O-:33])=[O:32])=[CH:29][C:28]([O:34][CH3:35])=[C:27]([O:36][CH2:37][C:38]2[CH:43]=[CH:42][CH:41]=[CH:40][CH:39]=2)[CH:26]=1>C1COCC1.C1C=CC([P]([Pd]([P](C2C=CC=CC=2)(C2C=CC=CC=2)C2C=CC=CC=2)([P](C2C=CC=CC=2)(C2C=CC=CC=2)C2C=CC=CC=2)[P](C2C=CC=CC=2)(C2C=CC=CC=2)C2C=CC=CC=2)(C2C=CC=CC=2)C2C=CC=CC=2)=CC=1>[CH2:37]([O:36][C:27]1[C:28]([O:34][CH3:35])=[CH:29][C:30]([N+:31]([O-:33])=[O:32])=[C:25]([C:8]2[CH:9]=[C:10]3[C:5](=[CH:6][CH:7]=2)[CH:4]=[C:3]([O:2][CH3:1])[C:12]([O:13][CH3:14])=[CH:11]3)[CH:26]=1)[C:38]1[CH:39]=[CH:40][CH:41]=[CH:42][CH:43]=1 |^1:54,56,75,94|. Reported procedure: Tetrakis(triphenylphosphine)palladium (0) (200 mg) and cuprous bromide (20 mg) were added to a solution of 6,7-dimethoxy-2-trifluoromethanesulfonyloxy-naphthalene 10 (500 mg, 1.49 mmol) and trimethylnitroarylstannane 38 (950 mg, 2.25 mmol) in THF (40 mL) at room temperature and stirred for 0.5 h. The mixture was then refluxed under N2 for 2 days. After cooling, THF was evaporated and ethyl acetate (30 mL) was added to the residue. The solution was washed with water. The organic layer was separat... Reactants: ClC1=CC=C(C(=O)N(C)[C@@H]2CC[C@H](CC2)C2=C(C=C(C=C2)CCCOC(C(C)C)=O)CNC)C=C1 (trans-N-(4-chlorobenzoyl)-N-methyl-4-[4-(3-isobutyryloxypropyl)methylaminomethylphenyl]-cyclohexylamine), ClC1=CC=C(C(=O)N(C)[C@@H]2CC[C@H](CC2)C2=C(C=C(C=C2)CCCO)CNC)C=C1 (trans-N-(4-chlorobenzoyl)-N-methyl-4-[4-(3-hydroxypropyl)methylaminomethylphenyl]cyclohexylamine), C(C(C)C)(=O)Cl (isobutyrylchloride). The product is C(C)(=O)OCCCC1=CC(=C(C=C1)[C@@H]1CC[C@H](CC1)N(C)C(C1=CC=C(C=C1)Cl)=O)CNC (trans-4-[4-(3-Acetoxypropyl)methylaminomethylphenyl]-N-(4-chlorobenzoyl)-N-methyl-cyclohexylamine). Reaction SMILES: [Cl:1][C:2]1[CH:35]=[CH:34][C:5]([C:6]([N:8]([C@H:10]2[CH2:15][CH2:14][C@H:13]([C:16]3[CH:21]=[CH:20][C:19]([CH2:22][CH2:23][CH2:24][O:25][C:26](=[O:30])[CH:27](C)C)=[CH:18][C:17]=3[CH2:31][NH:32][CH3:33])[CH2:12][CH2:11]2)[CH3:9])=[O:7])=[CH:4][CH:3]=1.ClC1C=CC(C(N([C@H]2CC[C@H](C3C=CC(CCCO)=CC=3CNC)CC2)C)=O)=CC=1.C(Cl)(=O)C(C)C>>[C:26]([O:25][CH2:24][CH2:23][CH2:22][C:19]1[CH:20]=[CH:21][C:16]([C@H:13]2[CH2:12][CH2:11][C@H:10]([N:8]([C:6](=[O:7])[C:5]3[CH:34]=[CH:35][C:2]([Cl:1])=[CH:3][CH:4]=3)[CH3:9])[CH2:15][CH2:14]2)=[C:17]([CH2:31][NH:32][CH3:33])[CH:18]=1)(=[O:30])[CH3:27]. Procedure: trans-N-(4-chlorobenzoyl)-N-methyl-4-[4-(3-isobutyryloxypropyl)methylaminomethylphenyl]-cyclohexylamine from trans-N-(4-chlorobenzoyl)-N-methyl-4-[4-(3-hydroxypropyl)methylaminomethylphenyl]cyclohexylamine and isobutyrylchloride. Melting point: 79°-81° C. Starting materials: CCOC(=O)COc1cc(F)c(C)cc1C(=O)NCc1ccc(Br)cc1F, CCO, [Na+], [OH-]. Product: Cc1cc(C(=O)NCc2ccc(Br)cc2F)c(OCC(=O)O)cc1F. As a reaction SMILES: [CH2:1]([CH3:2])[O:3][C:4]([CH2:5][O:6][c:7]1[c:8]([C:15]([NH:16][CH2:17][c:18]2[c:19]([F:25])[cH:20][c:21]([Br:24])[cH:22][cH:23]2)=[O:26])[cH:9][c:10]([CH3:14])[c:11]([F:13])[cH:12]1)=[O:27].[CH3:30][CH2:31][OH:32].[Na+:29].[OH-:28]>>[O:3]=[C:4]([CH2:5][O:6][c:7]1[c:8]([C:15]([NH:16][CH2:17][c:18]2[c:19]([F:25])[cH:20][c:21]([Br:24])[cH:22][cH:23]2)=[O:26])[cH:9][c:10]([CH3:14])[c:11]([F:13])[cH:12]1)[OH:27]. Reactants: C(C)N1C=C(C(C2=CC(=C(N=C12)S(=O)(=O)CC)F)=O)C(=O)OCC (ethyl 1-ethyl-7-ethylsulfonyl-6-fluoro-1,4-dihydro-4-oxo-1,8-naphthyridine-3-carboxylate), C(C)(=O)CNC1CNCC1 (3-(N-acetylmethylamino)pyrrolidine). Solvent: C(C)#N (acetonitrile). Yields the product C(C)(=O)CNC1CN(CC1)C1=C(C=C2C(C(=CN(C2=N1)CC)C(=O)OCC)=O)F (ethyl 7-[3-(N-acetylmethylamino)-1-pyrrolidinyl]-1-ethyl-6-fluoro-1,4-dihydro-4-oxo-1,8-naphthyridine-3-carboxylate). Isolated yield 78.2%. RXN SMILES: [CH2:1]([N:3]1[C:12]2[C:7](=[CH:8][C:9]([F:18])=[C:10](S(CC)(=O)=O)[N:11]=2)[C:6](=[O:19])[C:5]([C:20]([O:22][CH2:23][CH3:24])=[O:21])=[CH:4]1)[CH3:2].[C:25]([CH2:28][NH:29][CH:30]1[CH2:34][CH2:33][NH:32][CH2:31]1)(=[O:27])[CH3:26]>C(#N)C>[C:25]([CH2:28][NH:29][CH:30]1[CH2:34][CH2:33][N:32]([C:10]2[N:11]=[C:12]3[C:7]([C:6](=[O:19])[C:5]([C:20]([O:22][CH2:23][CH3:24])=[O:21])=[CH:4][N:3]3[CH2:1][CH3:2])=[CH:8][C:9]=2[F:18])[CH2:31]1)(=[O:27])[CH3:26]. Reported procedure: A mixture containing ethyl 1-ethyl-7-ethylsulfonyl-6-fluoro-1,4-dihydro-4-oxo-1,8-naphthyridine-3-carboxylate (1.78 g), 3-(N-acetylmethylamino)pyrrolidine (2.13 g), and acetonitrile (70 ml) was heated under reflux for 3 hours. After cooling the mixture, the resulting precipitate was collected and recrystallized from acetonitrile to yield 1.58 g of ethyl 7-[3-(N-acetylmethylamino)-1-pyrrolidinyl]-1-ethyl-6-fluoro-1,4-dihydro-4-oxo-1,8-naphthyridine-3-carboxylate, m.p. 212°-213° C. Reactants: C1CCC(CC1)N=C=NC2CCCCC2 (DCC), C1=CC2=C(N=C1)N(N=N2)O (HOAt), N1(CCCC1)CCOC1=CC=C(CC=2C3=C(SC2C2=CC=C(C=C2)N)C=CC=C3)C=C1 (3-[4-[2-(1-Pyrrolidinyl)ethoxy]benzyl]-2-(4-aminophenyl)benzo[b]thiophene), O=S1(CCN(CC1)CC(=O)O)=O ((1,1-dioxothiomorpholin-4-yl)acetic acid). Run in CN(C)C=O (DMF), [Cl-].[Na+].O (brine). Run at time 19 hour. Product: N1(CCCC1)CCOC1=CC=C(CC=2C3=C(SC2C2=CC=C(C=C2)NC(CN2CCS(CC2)(=O)=O)=O)C=CC=C3)C=C1 (3-[4-[2-(1-Pyrrolidinyl)ethoxy]benzyl]-2-[4-[1-oxo-2-(1,1-dioxothiomorpholin-4-yl)ethylamino]phenyl]benzo[b]thiophene). Yield: 92.3%. As a reaction SMILES: [N:1]1([CH2:6][CH2:7][O:8][C:9]2[CH:31]=[CH:30][C:12]([CH2:13][C:14]3[C:15]4[CH:29]=[CH:28][CH:27]=[CH:26][C:16]=4[S:17][C:18]=3[C:19]3[CH:24]=[CH:23][C:22]([NH2:25])=[CH:21][CH:20]=3)=[CH:11][CH:10]=2)[CH2:5][CH2:4][CH2:3][CH2:2]1.[O:32]=[S:33]1(=[O:43])[CH2:38][CH2:37][N:36]([CH2:39][C:40](O)=[O:41])[CH2:35][CH2:34]1.C1CCC(N=C=NC2CCCCC2)CC1.C1C=NC2N(O)N=NC=2C=1>CN(C=O)C.[Cl-].[Na+].O>[N:1]1([CH2:6][CH2:7][O:8][C:9]2[CH:31]=[CH:30][C:12]([CH2:13][C:14]3[C:15]4[CH:29]=[CH:28][CH:27]=[CH:26][C:16]=4[S:17][C:18]=3[C:19]3[CH:24]=[CH:23][C:22]([NH:25][C:40](=[O:41])[CH2:39][N:36]4[CH2:37][CH2:38][S:33](=[O:43])(=[O:32])[CH2:34][CH2:35]4)=[CH:21][CH:20]=3)=[CH:11][CH:10]=2)[CH2:2][CH2:3][CH2:4][CH2:5]1 |f:5.6.7|. Procedure: 3-[4-[2-(1-Pyrrolidinyl)ethoxy]benzyl]-2-(4-aminophenyl)benzo[b]thiophene (50 mg) and (1,1-dioxothiomorpholin-4-yl)acetic acid (30 mg) were dissolved in DMF (2.0 mL), treated with DCC (30 mg) and HOAt (28 mg) sequentially, and allowed to stir at ambient temperature under argon for 19 h. The reaction mixture was diluted with brine (30 mL), extracted with ethyl acetate (20 mL×3). The combined organic layers were dried with sodium sulfate and concentrated. Chromatography with Et3N:MeOH:EtOAc (5:5:9...